From a dataset of the Open Reaction Database (ORD), a public repository of structured organic reaction records. describe an organic reaction: reactants, conditions, products, and yield Starting materials: [N-]=[N+]=[N-].[Na+] (NaN3), C1CC2=CC=CC=C2CC1=O (β-tetralone), S(O)(O)(=O)=O (sulphuric acid). The solvent is C(C)(=O)OCC (ethyl acetate), C(C)(=O)O (acetic acid). Reaction conditions: temperature 55 celsius, time 8 hour. Product: C1C(NCCC2=C1C=CC=C2)=O (1,3,4,5-Tetrahydro-2H-3-benzazepin-2-one). RXN SMILES: [N-:1]=[N+]=[N-].[Na+].[CH2:5]1[C:14](=[O:15])[CH2:13][C:12]2[C:7](=[CH:8][CH:9]=[CH:10][CH:11]=2)[CH2:6]1.S(=O)(=O)(O)O>C(O)(=O)C.C(OCC)(=O)C>[CH2:13]1[C:12]2[CH:11]=[CH:10][CH:9]=[CH:8][C:7]=2[CH2:6][CH2:5][NH:1][C:14]1=[O:15] |f:0.1|. Reported procedure: While maintaining the temperature of the reaction mixture below 65° C., NaN3 (13.35 g; 205.2 mmol) is added in small portions to a solution, heated beforehand to 55° C., of β-tetralone (25 g; 171 mmol) in a mixture of 150 ml of glacial acetic acid and concentrated sulphuric acid (33.39 g; 342 mmol; 18.25 ml). Stirring is then carried out for 8 hours at 70° C. After returning to ambient temperature, the reaction mixture is poured onto ice and diluted with ethyl acetate. After extracting the organ... The reactants are [Si](C)(C)(C(C)(C)C)O[C@@H](CNC(OC(C)(C)C)=O)CC(O)C1=C(C=CC(=C1)F)OC ((R)-tert-butyl 2-(tert-butyldimethylsilyloxy)-4-(5-fluoro-2-methoxyphenyl)-4-hydroxybutylcarbamate), TEA, C(=O)(O)[O-].[Na+] (NaHCO3), CS(=O)(=O)Cl (methanesulfonyl chloride). Solvent: C(Cl)Cl (CH2Cl2). Conditions: temperature -5 celsius. Yields the product [Si](C)(C)(C(C)(C)C)OC1C[C@@H](N(C1)C(=O)OC(C)(C)C)C1=C(C=CC(=C1)F)OC ((R)-tert-butyl 4-(tert-butyldimethylsilyloxy)-2-(5-fluoro-2-methoxyphenyl)pyrrolidine-1-carboxylate). Isolated yield 57.4%. Reaction SMILES: [Si:1]([O:8][C@H:9]([CH2:19][CH:20]([C:22]1[CH:27]=[C:26]([F:28])[CH:25]=[CH:24][C:23]=1[O:29][CH3:30])O)[CH2:10][NH:11][C:12](=[O:18])[O:13][C:14]([CH3:17])([CH3:16])[CH3:15])([C:4]([CH3:7])([CH3:6])[CH3:5])([CH3:3])[CH3:2].CS(Cl)(=O)=O.C([O-])(O)=O.[Na+]>C(Cl)Cl>[Si:1]([O:8][CH:9]1[CH2:10][N:11]([C:12]([O:13][C:14]([CH3:17])([CH3:16])[CH3:15])=[O:18])[C@@H:20]([C:22]2[CH:27]=[C:26]([F:28])[CH:25]=[CH:24][C:23]=2[O:29][CH3:30])[CH2:19]1)([C:4]([CH3:7])([CH3:6])[CH3:5])([CH3:3])[CH3:2] |f:2.3|. Procedure details: To a solution of (R)-tert-butyl 2-(tert-butyldimethylsilyloxy)-4-(5-fluoro-2-methoxyphenyl)-4-hydroxybutylcarbamate (4.810 g, 10.84 mmol) in CH2Cl2 (108 mL) at −60° C. was added TEA (4.534 mL, 32.53 mmol) followed by methanesulfonyl chloride (0.9231 mL, 11.93 mmol). The resulting mixture was slowly warmed to −5° C. and poured into a mixture of ice and saturated aqueous NaHCO3 (50 mL). The organic layer was separated and the aqueous layer was extracted with CH2Cl2 (2×50 mL). The combined organic ... The reactants are C(C)C1=CC(=C(NC1=O)C)C1=CC=C(S1)S(=O)(=O)Cl (5-(5-Ethyl-2-methyl-6-oxo-1,6-dihydropyridin-3-yl)thiophene-2-sulfonyl chloride), O(C1=CC=CC=C1)CCN (2-phenoxy-ethylamine). Yields the product O(C1=CC=CC=C1)CCNS(=O)(=O)C=1SC(=CC1)C1=C(NC(C(=C1)CC)=O)C (5-(5-Ethyl-2-methyl-6-oxo-1,6-dihydropyridin-3-yl)-thiophene-2-sulfonic acid (2-phenoxyethyl)amide). The yield is 78.0%. As a reaction SMILES: [CH2:1]([C:3]1[C:8](=[O:9])[NH:7][C:6]([CH3:10])=[C:5]([C:11]2[S:15][C:14]([S:16](Cl)(=[O:18])=[O:17])=[CH:13][CH:12]=2)[CH:4]=1)[CH3:2].[O:20]([CH2:27][CH2:28][NH2:29])[C:21]1[CH:26]=[CH:25][CH:24]=[CH:23][CH:22]=1>>[O:20]([CH2:27][CH2:28][NH:29][S:16]([C:14]1[S:15][C:11]([C:5]2[CH:4]=[C:3]([CH2:1][CH3:2])[C:8](=[O:9])[NH:7][C:6]=2[CH3:10])=[CH:12][CH:13]=1)(=[O:18])=[O:17])[C:21]1[CH:26]=[CH:25][CH:24]=[CH:23][CH:22]=1. Reported procedure: 5-(5-Ethyl-2-methyl-6-oxo-1,6-dihydropyridin-3-yl)thiophene-2-sulfonyl chloride is reacted with 2-phenoxy-ethylamine as described in Step 5, Example 24 to give the title compound as a yellow-orange solid (78% yield). LC/MS: RT 3.00 min; m/e 419 (M+H); 1H NMR (δ, ppm): 11.82 (1H, s), 8.18 (1H, m), 7.58 (1H, dd), 7.23-7.29 (3H, m), 7.15 (1H, dd), 6.86-6.94 (3H, m), 3.99 (2H, t), 3.28 (2H, t), 2.40 (2H, q), 2.29 (3H, s), 1.09 (3H, t). Starting materials: C=CCC1(C)CC(c2cccc(Cl)c2)C(c2ccc(Cl)cc2)N(C(CC)CO)C1=O, C[Si](C)(C)CS, Sc1ccccc1. Yields the product C=CCC1(C)CC(c2cccc(Cl)c2)C(c2ccc(Cl)cc2)N(C(CC)CSC[Si](C)(C)C)C1=O. As a reaction SMILES: [CH2:1]([CH:2]=[CH2:3])[C:4]1([CH3:30])[C:5](=[O:29])[N:6]([CH:24]([CH2:25][OH:26])[CH2:27][CH3:28])[CH:7]([c:17]2[cH:18][cH:19][c:20]([Cl:23])[cH:21][cH:22]2)[CH:8]([c:10]2[cH:11][c:12]([Cl:16])[cH:13][cH:14][cH:15]2)[CH2:9]1.[CH3:38][Si:39]([CH3:40])([CH3:41])[CH2:42][SH:43].[SH:31][c:32]1[cH:33][cH:34][cH:35][cH:36][cH:37]1>>[CH2:1]([CH:2]=[CH2:3])[C:4]1([CH3:30])[C:5](=[O:29])[N:6]([CH:24]([CH2:25][S:43][CH2:42][Si:39]([CH3:38])([CH3:40])[CH3:41])[CH2:27][CH3:28])[CH:7]([c:17]2[cH:18][cH:19][c:20]([Cl:23])[cH:21][cH:22]2)[CH:8]([c:10]2[cH:11][c:12]([Cl:16])[cH:13][cH:14][cH:15]2)[CH2:9]1. The reactants are C(C)(C)(C)OC(NC1=C(C=C(C(=C1)OCC)Cl)[N+](=O)[O-])=O ((4-chloro-5-ethoxy-2-nitro-phenyl)-carbamic acid tert-butyl ester). Reagents/catalysts: [Pt] (Pt/C). Yields the product C(C)(C)(C)OC(NC1=C(C=C(C(=C1)OCC)Cl)N)=O ((2-Amino-4-chloro-5-ethoxy-phenyl)-carbamic acid tert-butyl ester), solid. Yield: 99.0%. RXN SMILES: [C:1]([O:5][C:6](=[O:21])[NH:7][C:8]1[CH:13]=[C:12]([O:14][CH2:15][CH3:16])[C:11]([Cl:17])=[CH:10][C:9]=1[N+:18]([O-])=O)([CH3:4])([CH3:3])[CH3:2]>[Pt]>[C:1]([O:5][C:6](=[O:21])[NH:7][C:8]1[CH:13]=[C:12]([O:14][CH2:15][CH3:16])[C:11]([Cl:17])=[CH:10][C:9]=1[NH2:18])([CH3:2])([CH3:3])[CH3:4]. Procedure details: The title compound was prepared from (4-chloro-5-ethoxy-2-nitro-phenyl)-carbamic acid tert-butyl ester (Example A21) (7.04 g, 22.2 mmol) by hydrogenation with 5% Pt/C according to the general procedure J (method a). Obtained as a light yellow solid (6.32 g, 99%). Reactants: COC(=O)C1=NC=C(C=C1)N=CC1=CC=CC=C1 (5-benzylideneaminopyridine-2-carboxylic acid methyl ester), [BH4-].[Na+] (sodium borohydride). Solvent: CN(C=O)C (dimethylformamide), CO (methanol). Reaction conditions: temperature -20 celsius. Product: COC(=O)C1=NC=C(C=C1)NCC1=CC=CC=C1 (5-benzylaminopyridine-2-carboxylic acid methyl ester). Reaction SMILES: [CH3:1][O:2][C:3]([C:5]1[CH:10]=[CH:9][C:8]([N:11]=[CH:12][C:13]2[CH:18]=[CH:17][CH:16]=[CH:15][CH:14]=2)=[CH:7][N:6]=1)=[O:4].[BH4-].[Na+]>CN(C)C=O.CO>[CH3:1][O:2][C:3]([C:5]1[CH:10]=[CH:9][C:8]([NH:11][CH2:12][C:13]2[CH:18]=[CH:17][CH:16]=[CH:15][CH:14]=2)=[CH:7][N:6]=1)=[O:4] |f:1.2|. Procedure details: The solution of 24.9 g of 5-benzylideneaminopyridine-2-carboxylic acid methyl ester in 70 ml of hot dimethylformamide is added all at once to the solution of 7.0 g of sodium borohydride in 300 ml of methanol while stirring at -20° C. The temperature of the reaction mixture raises spontaneously to 20° and is lowered to 0° by cooling. After 2 hours the mixture is warmed to room temperature for 15 minutes to ensure complete reaction. Approximately 1/2 of the methanol is distilled off, the concentra... Starting materials: COC=1C=C(C=C2C=C(NC12)C(N)=S)OC1=CC=C(C=C1)S(=O)(=O)C (7-methoxy-5-[4-(methylsulfonyl)phenoxy]-1H-indole-2-carbothioamide), C(C#CC)(=O)OCC (ethyl 2-butynoate), O1CCCC1 (tetrahydrofuran), C(CCC)P(CCCC)CCCC (tributylphosphine), C(C#CC)(=O)OCC (ethyl 2-butynoate), C(CCC)P(CCCC)CCCC (tributylphosphine). Run in C1(=CC=CC=C1)C (toluene). Run at temperature 40 celsius, time 4 hour. Yields the product COC=1C=C(C=C2C=C(NC12)C=1SC(CN1)CC(=O)OCC)OC1=CC=C(C=C1)S(=O)(=O)C (Ethyl (2-{7-methoxy-5-[4-(methylsulfonyl)phenoxy]-1H-indol-2-yl}-4,5-dihydro-1,3-thiazol-5-yl)acetate). Isolated yield 72.0%. Reaction SMILES: [CH3:1][O:2][C:3]1[CH:4]=[C:5]([O:15][C:16]2[CH:21]=[CH:20][C:19]([S:22]([CH3:25])(=[O:24])=[O:23])=[CH:18][CH:17]=2)[CH:6]=[C:7]2[C:11]=1[NH:10][C:9]([C:12](=[S:14])[NH2:13])=[CH:8]2.[C:26]([O:31][CH2:32][CH3:33])(=[O:30])[C:27]#[C:28][CH3:29].O1CCCC1.C(P(CCCC)CCCC)CCC>C1(C)C=CC=CC=1>[CH3:1][O:2][C:3]1[CH:4]=[C:5]([O:15][C:16]2[CH:21]=[CH:20][C:19]([S:22]([CH3:25])(=[O:24])=[O:23])=[CH:18][CH:17]=2)[CH:6]=[C:7]2[C:11]=1[NH:10][C:9]([C:12]1[S:14][CH:28]([CH2:27][C:26]([O:31][CH2:32][CH3:33])=[O:30])[CH2:29][N:13]=1)=[CH:8]2. Reported procedure: To a stirred solution of 7-methoxy-5-[4-(methylsulfonyl)phenoxy]-1H-indole-2-carbothioamide (0.69 g), ethyl 2-butynoate (0.43 mL), tetrahydrofuran (15 mL) and toluene (25 mL) was added tributylphosphine (0.54 mL) at room temperature under argon atmosphere. After the mixture was stirred at 40° C. for 4 h, ethyl 2-butynoate (0.22 mL) and tributylphosphine (0.27 mL) were added thereto. After stirring at 40° C. for 2 h, the reaction mixture was concentrated to give a light brown oil, which was purif... Solvent: [Cl-].[Na+].O (brine), O1CCCC1.CO (tetrahydrofuran methanol). Yield: 76.0%. The reactants are CC1(C=2C=CC(=CC2C(CC1)(C)C)C(COC1=CC=C(C=C1)C(=O)OCC)=O)C (1-(5,6,7,8-tetrahydro-5,5,8,8-tetramethyl-2-naphthyl)-2-(4-ethoxycarbonylphenoxy)ethanone), [BH4-].[Na+] (sodium borohydride). RXN SMILES: [CH3:1][C:2]1([CH3:29])[CH2:11][CH2:10][C:9]([CH3:13])([CH3:12])[C:8]2[CH:7]=[C:6]([C:14](=[O:28])[CH2:15][O:16][C:17]3[CH:22]=[CH:21][C:20]([C:23]([O:25]CC)=[O:24])=[CH:19][CH:18]=3)[CH:5]=[CH:4][C:3]1=2.[BH4-].[Na+]>O1CCCC1.CO.[Cl-].[Na+].O>[CH3:1][C:2]1([CH3:29])[CH2:11][CH2:10][C:9]([CH3:12])([CH3:13])[C:8]2[CH:7]=[C:6]([CH:14]([OH:28])[CH2:15][O:16][C:17]3[CH:18]=[CH:19][C:20]([C:23]([OH:25])=[O:24])=[CH:21][CH:22]=3)[CH:5]=[CH:4][C:3]1=2 |f:1.2,3.4,5.6.7|. Yields the product CC1(C=2C=CC(=CC2C(CC1)(C)C)C(COC1=CC=C(C=C1)C(=O)O)O)C (1-(5,6,7,8-tetrahydro-5,5,8,8-tetramethyl-2-naphthyl)-2-(4-carboxyphenoxy)ethanol). Procedure details: 2.1 g (5 mmol) of 1-(5,6,7,8-tetrahydro-5,5,8,8-tetramethyl-2-naphthyl)-2-(4-ethoxycarbonylphenoxy)ethanone (from Example 5) in 100 ml of tetrahydrofuran/methanol (2:1) were stirred with 0.4 g (10 mmol) of sodium borohydride at room temperature for 30 min; the reaction solution was poured into saturated brine and extracted with ethyl acetate; the extracts were washed with water, dried over magnesium sulfate and evaporated to provide an oily residue which was subjected to alkaline hydrolysis as d...